From a dataset of the Open Reaction Database (ORD), a public repository of structured organic reaction records. describe an organic reaction: reactants, conditions, products, and yield Reactants: C(Cl)Cl (methylene chloride), N1C(=O)NC(=O)C(C)=C1 (thymine), C[Si](C)(C)C(C(=O)N)[Si](C)(C)C (bistrimethylsilylacetamide), COCCl (chloromethyl methyl ether). The reagents and catalysts are [I-].C(CCC)[N+](CCCC)(CCCC)CCCC (tetrabutylammonium iodide). Solvent: O (water), CO (methanol). Conditions: time 2.5 hour. The product is COCN1C(=O)NC(=O)C(C)=C1 (1-(methoxymethyl)-thymine). As a reaction SMILES: C(Cl)Cl.[NH:4]1[CH:12]=[C:10]([CH3:11])[C:8](=[O:9])[NH:7][C:5]1=[O:6].C[Si](C([Si](C)(C)C)C(N)=O)(C)C.[CH3:25][O:26][CH2:27]Cl>[I-].C([N+](CCCC)(CCCC)CCCC)CCC.O.CO>[CH3:25][O:26][CH2:27][N:4]1[CH:12]=[C:10]([CH3:11])[C:8](=[O:9])[NH:7][C:5]1=[O:6] |f:4.5|. Procedure: To 250 ml of methylene chloride, 25 g (0.20 mol) of thymine and 109 ml (0.44 mol) of bistrimethylsilylacetamide were added under a nitrogen flow, and stirred for 2.5 hours at room temperature. To this mixture, 24 g (0.30 mole) of chloromethyl methyl ether and 0.59 g (1.6 mmol) of tetrabutylammonium iodide were added and heated under reflux for 1.5 hours. Then, the reaction mixture was added with 400 ml of methanol and 100 ml of water slowly and concentrated under reduced pressure. The residue wa... Starting materials: [N+](=O)([O-])C=1C=C(C=CC1)C=1N=NC2=C([N+]1[O-])C1C(OC2(CC1)C)(C)C ((+)-3-(m-nitrophenyl)-5,8-dihydro-6,6,8-trimethyl-5,8-ethano-6H-pyrano[4,3-e]-as-triazine-4-oxide), P(Cl)(Cl)Cl (phosphorous trichloride), [OH-].[Na+] (sodium hydroxide). Solvent: ClCCCl (1,2-dichloroethane). Reaction conditions: time 1 hour. The product is [N+](=O)([O-])C=1C=C(C=CC1)C=1N=NC2=C(N1)C1C(OC2(CC1)C)(C)C ((-)-3-(m-nitrophenyl)-5,8-dihydro-6,6,8-trimethyl-5,8-ethano-6H-pyrano[4,3-e]-as-triazine). As a reaction SMILES: [N+:1]([C:4]1[CH:5]=[C:6]([C:10]2[N:11]=[N:12][C:13]3[C:20]4([CH3:23])[CH2:21][CH2:22][CH:17]([C:18]([CH3:25])([CH3:24])[O:19]4)[C:14]=3[N+:15]=2[O-])[CH:7]=[CH:8][CH:9]=1)([O-:3])=[O:2].P(Cl)(Cl)Cl.[OH-].[Na+]>ClCCCl>[N+:1]([C:4]1[CH:5]=[C:6]([C:10]2[N:11]=[N:12][C:13]3[C:20]4([CH3:23])[CH2:21][CH2:22][CH:17]([C:18]([CH3:25])([CH3:24])[O:19]4)[C:14]=3[N:15]=2)[CH:7]=[CH:8][CH:9]=1)([O-:3])=[O:2] |f:2.3|. Reported procedure: To a flask equipped with stirrer, reflux condenser and gas inlet there is added under nitrogen a mixture of 6.9 g. (0.020 mole) of (+)-3-(m-nitrophenyl)-5,8-dihydro-6,6,8-trimethyl-5,8-ethano-6H-pyrano[4,3-e]-as-triazine-4-oxide, 20 ml. (0.23 mole) of phosphorous trichloride in 300 ml. of 1,2-dichloroethane. The resulting mixture is refluxed for 6.5 hours and then cooled to room temperature, and poured into a beaker containing 500 g. of ice. To this mixture there is added cautiously 60 ml. of 50... Starting materials: Cl.C(C)OC(COC1=C(C=C(C=C1)Cl)C1NCCC2=CC=CC=C12)=O ((±)-[4-chloro-2-(1,2,3,4-tetrahydro-isoquinolin-1-yl)-phenoxy]-acetic acid ethyl ester hydrochloride), CCN(C(C)C)C(C)C (DIPEA), O=C1N(C(CC1)=O)OC(OCC1=C(C=CC=C1)Br)=O (carbonic acid 2-bromo-benzyl ester 2,5-dioxo-pyrrolidin-1-yl ester). Run in C(Cl)Cl (DCM). Run at time 2 hour. The product is BrC1=C(COC(=O)N2C(C3=CC=CC=C3CC2)C2=C(C=CC(=C2)Cl)OCC(=O)OCC)C=CC=C1 ((±)-1-(5-Chloro-2-ethoxycarbonylmethoxy-phenyl)-3,4-dihydro-1H-isoquinoline-2-carboxylic acid 2-bromo-benzyl ester). As a reaction SMILES: Cl.[CH2:2]([O:4][C:5](=[O:25])[CH2:6][O:7][C:8]1[CH:13]=[CH:12][C:11]([Cl:14])=[CH:10][C:9]=1[CH:15]1[C:24]2[C:19](=[CH:20][CH:21]=[CH:22][CH:23]=2)[CH2:18][CH2:17][NH:16]1)[CH3:3].CCN(C(C)C)C(C)C.O=C1CCC(=O)N1[O:42][C:43](=O)[O:44][CH2:45][C:46]1[CH:51]=[CH:50][CH:49]=[CH:48][C:47]=1[Br:52]>C(Cl)Cl>[Br:52][C:47]1[CH:48]=[CH:49][CH:50]=[CH:51][C:46]=1[CH2:45][O:44][C:43]([N:16]1[CH2:17][CH2:18][C:19]2[C:24](=[CH:23][CH:22]=[CH:21][CH:20]=2)[CH:15]1[C:9]1[CH:10]=[C:11]([Cl:14])[CH:12]=[CH:13][C:8]=1[O:7][CH2:6][C:5]([O:4][CH2:2][CH3:3])=[O:25])=[O:42] |f:0.1|. Reported procedure: To a solution of (±)-[4-chloro-2-(1,2,3,4-tetrahydro-isoquinolin-1-yl)-phenoxy]-acetic acid ethyl ester hydrochloride (836 mg, 2.00 mmol, 1.0 eq.) and DIPEA (0.86 mL, 5.00 mmol, 2.5 eq.) in DCM (30 mL), carbonic acid 2-bromo-benzyl ester 2,5-dioxo-pyrrolidin-1-yl ester (787 mg, 2.40 mmol, 1.2 eq.) was added. The mixture was stirred at r.t. during 2 hours. The reaction was quenched with 1M aq. citric acid soln. (30 mL). The layers were separated. The aq. phase was extracted with DCM (3×). The com...